From a dataset of the Open Reaction Database (ORD), a public repository of structured organic reaction records. describe an organic reaction: reactants, conditions, products, and yield Starting materials: CN1N=CN=C1 (1-methyl-1H-1,2,4-triazole), CON(C(=O)Cl)C (methoxy(methyl)carbamic chloride), TEA. Run in CCOCC (ether), C(C)#N (acetonitrile). Conditions: time 8 hour. Yields the product CON(C(=O)C1=NC=NN1C)C (N-methoxy-N,1-dimethyl-1H-1,2,4-triazole-5-carboxamide). Isolated yield 65.0%. Reaction SMILES: [CH3:1][N:2]1[CH:6]=[N:5][CH:4]=[N:3]1.[CH3:7][O:8][N:9]([CH3:13])[C:10](Cl)=[O:11]>C(#N)C.CCOCC>[CH3:7][O:8][N:9]([CH3:13])[C:10]([C:6]1[N:2]([CH3:1])[N:3]=[CH:4][N:5]=1)=[O:11]. Procedure details: A mixture of 1-methyl-1H-1,2,4-triazole (3.15 mL, 55.56 mmol) and methoxy(methyl)carbamic chloride (7.55 g, 61.11 mmol) in acetonitrile (60 mL) was cooled in an ice water bath before addition of TEA (8.52 mL, 61.11 mmol). The mixture was allowed to slowly warm to room temperature and was then stirred overnight. The material was diluted with ether and solids were filtered and rinsed well with ether. The filtrate was concentrated and the residue was taken up in ether. Insoluble solids were filtere... Reactants: ClCCl, COC(OC)N(C)C, CO, ClC(Cl)Cl, CC(=O)C(=C1NCCCS1)[N+](=O)[O-]. Yields the product O=CC(=C1NCCCS1)[N+](=O)[O-]. RXN SMILES: [CH2:28]([Cl:29])[Cl:30].[CH3:1][O:2][CH:3]([O:4][CH3:5])[N:6]([CH3:7])[CH3:8].[CH3:26][OH:27].[CH:22]([Cl:23])([Cl:24])[Cl:25].[N+:9](=[O:10])([O-:11])[C:12]([C:13]([CH3:14])=[O:15])=[C:16]1[S:17][CH2:18][CH2:19][CH2:20][NH:21]1>>[N+:9](=[O:10])([O-:11])[C:12]([CH:13]=[O:15])=[C:16]1[S:17][CH2:18][CH2:19][CH2:20][NH:21]1. Yield: 58.6%. Run at time 60 minute. Procedure details: Compound 4 (0.10 g, 0.12 mmol) was dissolved in 10% CF3COOH in CHCl3 (10 mL) and stirred at room temperature in a stoppered flask for 60 min. The reaction mixture was evaporated to dryness in vacuo, the oily residue was purified by flash chromatography (EtOAc/hexane 5:1, 2 cm×15 cm), appropriate fractions pooled, solvent removed in vacuo and the white residue crystallized from MeOH/H2O to give 25 mg (60%) of compound 6 as white crystals. Reactants: ClC1=NC2=C(N1[C@H]1[C@H]([C@H](OC(C3=CC=CC=C3)(C3=CC=CC=C3)C3=CC=CC=C3)[C@H](O1)COC(C1=CC=CC=C1)(C1=CC=CC=C1)C1=CC=CC=C1)F)C=C(C(=C2)Cl)Cl (2,5,6-Trichloro-1-(3,5-di-O-trityl-2-deoxy-2-fluoro-β-D-arabinofuranosyl)benzimidazole). Reaction SMILES: [Cl:1][C:2]1[N:6]([C@@H:7]2[O:31][C@H:30]([CH2:32][O:33]C(C3C=CC=CC=3)(C3C=CC=CC=3)C3C=CC=CC=3)[C@@H:9]([O:10]C(C3C=CC=CC=3)(C3C=CC=CC=3)C3C=CC=CC=3)[C@@H:8]2[F:53])[C:5]2[CH:54]=[C:55]([Cl:59])[C:56]([Cl:58])=[CH:57][C:4]=2[N:3]=1>C(O)(C(F)(F)F)=O.C(Cl)(Cl)Cl>[Cl:1][C:2]1[N:6]([C@@H:7]2[O:31][C@H:30]([CH2:32][OH:33])[C@@H:9]([OH:10])[C@@H:8]2[F:53])[C:5]2[CH:54]=[C:55]([Cl:59])[C:56]([Cl:58])=[CH:57][C:4]=2[N:3]=1. Run in C(=O)(C(F)(F)F)O (CF3COOH), C(Cl)(Cl)Cl (CHCl3). The product is ClC1=NC2=C(N1[C@H]1[C@H]([C@H](O)[C@H](O1)CO)F)C=C(C(=C2)Cl)Cl (2,5,6-Trichloro-1-(2-deoxy-2-fluoro-β-D-arabinofuranosyl)benzimidazole). Starting materials: BrC1=CC=C(CN(CC(=O)OCC2=CC=CC=C2)C(=O)OC(C)(C)C)C=C1 (benzyl 2-((4-bromobenzyl)(tert-butoxycarbonyl)amino)acetate), [Li+].[OH-] (LiOH). Solvent: C1CCOC1 (THF). Yields the product BrC1=CC=C(CN(CC(=O)O)C(=O)OC(C)(C)C)C=C1 (2-((4-bromobenzyl)(tert-butoxycarbonyl)amino)acetic acid). Isolated yield 101.5%. Reaction SMILES: [Br:1][C:2]1[CH:27]=[CH:26][C:5]([CH2:6][N:7]([C:19]([O:21][C:22]([CH3:25])([CH3:24])[CH3:23])=[O:20])[CH2:8][C:9]([O:11]CC2C=CC=CC=2)=[O:10])=[CH:4][CH:3]=1.[Li+].[OH-]>C1COCC1>[Br:1][C:2]1[CH:3]=[CH:4][C:5]([CH2:6][N:7]([C:19]([O:21][C:22]([CH3:23])([CH3:24])[CH3:25])=[O:20])[CH2:8][C:9]([OH:11])=[O:10])=[CH:26][CH:27]=1 |f:1.2|. Procedure details: To a solution of 81A (325 mg, 0.75 mmol) in THF (5 mL) was added LiOH (0.5 mL, 3 mmol). The mixture was stirred rt over night, then concentrated. Water (20 mL) was added to the residue, and the organic phase washed with CH2Cl2 (2×20 mL). The aqueous layer was acidified with 1N HCl, and was extracted with EtOAc (2×20 mL). The combined organic layer washed with brine, dried (Na2SO4) and concentrated to give 81B (262 mg, 100%). 1H NMR (400 MHz, CD3OD) δ ppm 1.36-1.51 (m, 9 H) 3.76-3.99 (m, 2 H) 4.4... Starting materials: CCOCC, Cc1ccccc1, COCC(=O)N(NC(=O)OC)c1c(C)csc1C, [H-], [Na+]. Yields the product COCC(=O)N(c1c(C)csc1C)N(C)C(=O)OC. As a reaction SMILES: [CH2:28]([O:29][CH2:30][CH3:31])[CH3:32].[CH3:21][c:22]1[cH:23][cH:24][cH:25][cH:26][cH:27]1.[CH3:3][c:4]1[s:5][cH:6][c:7]([CH3:20])[c:8]1[N:9]([NH:10][C:11](=[O:12])[O:13][CH3:14])[C:15]([CH2:16][O:17][CH3:18])=[O:19].[H-:2].[Na+:1]>>[CH3:3][c:4]1[s:5][cH:6][c:7]([CH3:20])[c:8]1[N:9]([N:10]([C:11](=[O:12])[O:13][CH3:14])[CH3:21])[C:15]([CH2:16][O:17][CH3:18])=[O:19]. RXN SMILES: [C:1]([N:5]([C:2](=[O:3])[O-:4])[CH2:9][c:10]1[n:11]([CH2:36][CH:37]([CH3:38])[CH3:39])[c:12](=[O:35])[c:13]2[cH:14][cH:15][c:16](-[c:26]3[s:27][cH:28][c:29]([NH:31][C:32]([CH3:33])=[O:34])[n:30]3)[cH:17][c:18]2[c:19]1-[c:20]1[cH:21][cH:22][cH:23][cH:24][cH:25]1)([CH3:6])([CH3:7])[CH3:8].[CH3:41][CH2:42][O:43][C:44](=[O:45])[CH3:46].[ClH:40]>>[ClH:40].[NH2:5][CH2:9][c:10]1[n:11]([CH2:36][CH:37]([CH3:38])[CH3:39])[c:12](=[O:35])[c:13]2[cH:14][cH:15][c:16](-[c:26]3[s:27][cH:28][c:29]([NH:31][C:32]([CH3:33])=[O:34])[n:30]3)[cH:17][c:18]2[c:19]1-[c:20]1[cH:21][cH:22][cH:23][cH:24][cH:25]1. Reactants: CC(=O)Nc1csc(-c2ccc3c(=O)n(CC(C)C)c(CN(C(=O)[O-])C(C)(C)C)c(-c4ccccc4)c3c2)n1, CCOC(C)=O, Cl. The product is Cl, CC(=O)Nc1csc(-c2ccc3c(=O)n(CC(C)C)c(CN)c(-c4ccccc4)c3c2)n1. Reactants: CC(=O)O, CC(=O)NCC1CN(c2cc(F)c(N3CCS(=O)(=O)CC3)c(F)c2)C(=O)O1, O, O=[N+]([O-])O. The product is O=[N+]([O-])c1cc(F)c(N2CCS(=O)(=O)CC2)c(F)c1. Reaction SMILES: [CH3:33][C:34](=[O:35])[OH:36].[O:1]=[S:2]1(=[O:27])[CH2:3][CH2:4][N:5]([c:8]2[c:9]([F:26])[cH:10][c:11]([N:15]3[CH2:16][CH:17]([CH2:18][NH:19][C:20](=[O:21])[CH3:22])[O:23][C:24]3=[O:25])[cH:12][c:13]2[F:14])[CH2:6][CH2:7]1.[OH2:32].[OH:28][N+:29]([O-:30])=[O:31]>>[O:1]=[S:2]1(=[O:27])[CH2:3][CH2:4][N:5]([c:8]2[c:9]([F:26])[cH:10][c:11]([N+:29]([O-:28])=[O:31])[cH:12][c:13]2[F:14])[CH2:6][CH2:7]1. RXN SMILES: [CH3:1][O:2][C:3]1[CH:26]=[CH:25][C:6]([CH2:7][NH:8][C:9]([C:11]2[CH:24]=[CH:23][C:14]3[N:15]([CH3:22])[C:16](=[O:21])[NH:17][S:18](=[O:20])(=[O:19])[C:13]=3[CH:12]=2)=[O:10])=[CH:5][CH:4]=1.C(=O)([O-])[O-].[Cs+].[Cs+].[N+:33]([C:36]1[CH:43]=[CH:42][C:39]([CH2:40]Br)=[CH:38][CH:37]=1)([O-:35])=[O:34]>CN(C)C=O.Cl>[CH3:1][O:2][C:3]1[CH:4]=[CH:5][C:6]([CH2:7][NH:8][C:9]([C:11]2[CH:24]=[CH:23][C:14]3[N:15]([CH3:22])[C:16](=[O:21])[N:17]([CH2:40][C:39]4[CH:42]=[CH:43][C:36]([N+:33]([O-:35])=[O:34])=[CH:37][CH:38]=4)[S:18](=[O:19])(=[O:20])[C:13]=3[CH:12]=2)=[O:10])=[CH:25][CH:26]=1 |f:1.2.3|. Run at time 16 hour. Reported procedure: 4-Methyl-1,1,3-trioxo-1,2,3,4-tetrahydro-1λ6-benzo[1,2,4]thiadiazine-7-carboxylic acid 4-methoxy-benzylamide (1.0 g), and cesium carbonate (0.87 g) were mixed in 50 mL of N,N-dimethylformamide. 4-Nitrobenzylbromide (0.58 g) was added, and the resulting mixture was stirred for 16 hours at room temperature. The reaction was diluted with IM HCl and filtered to give a gummy solid. Recrystallization from ethyl alcohol gave the title compound as a white solid (0.77 g). 1H-NMR (CDCl3); δ 8.48 (s, 1H), ... Isolated yield 56.6%. The solvent is Cl (HCl), CN(C=O)C (N,N-dimethylformamide). Reactants: COC1=CC=C(CNC(=O)C2=CC3=C(N(C(NS3(=O)=O)=O)C)C=C2)C=C1 (4-Methyl-1,1,3-trioxo-1,2,3,4-tetrahydro-1λ6-benzo[1,2,4]thiadiazine-7-carboxylic acid 4-methoxy-benzylamide), C([O-])([O-])=O.[Cs+].[Cs+] (cesium carbonate), [N+](=O)([O-])C1=CC=C(CBr)C=C1 (4-Nitrobenzylbromide). Product: COC1=CC=C(CNC(=O)C2=CC3=C(N(C(N(S3(=O)=O)CC3=CC=C(C=C3)[N+](=O)[O-])=O)C)C=C2)C=C1 (4-Methyl-2-(4-nitro-benzyl)-1,1,3-trioxo-1,2,3,4-tetrahydro-1λ6-benzo[1,2,4]thiadiazine-7-carboxylic acid 4-methoxy-benzylamide). Starting materials: COC1=C(OCC(C(=O)O)(C)C)C(=CC=C1OC)C=1C=C2CCC(C2=CC1)=O (3-[2,3-Dimethoxy-6-(1-oxo-indan-5-yl)-phenoxy]-2,2-dimethyl-propionic acid), COC1=C(OCC(C(=O)O)(C)C)C(=CC=C1OC)C=1C=C2CCC(C2=CC1)=O (3-[2,3-Dimethoxy-6-(1-oxo-indan-5-yl)-phenoxy]-2,2-dimethyl-propionic acid), C(C)(C)N (isopropylamine), COC1=C(OCC(C(=O)NC)(C)C)C(=CC=C1OC)C=1C=C2CCC(C2=CC1)=O (3-[2,3-Dimethoxy-6-(1-oxo-indan-5-yl)-phenoxy]-2,2,N-trimethyl-propionamide). Yields the product COC1=C(OCC(C(=O)NC(C)C)(C)C)C(=CC=C1OC)C=1C=C2CCC(C2=CC1)=O (3-[2,3-Dimethoxy-6-(1-oxo-indan-5-yl)-phenoxy]-N-isopropyl-2,2-dimethyl-propionamide). As a reaction SMILES: [CH3:1][O:2][C:3]1[C:16]([O:17][CH3:18])=[CH:15][CH:14]=[C:13]([C:19]2[CH:20]=[C:21]3[C:25](=[CH:26][CH:27]=2)[C:24](=[O:28])[CH2:23][CH2:22]3)[C:4]=1[O:5][CH2:6][C:7]([CH3:12])([CH3:11])[C:8]([OH:10])=O.[CH:29]([NH2:32])([CH3:31])[CH3:30].COC1C(OC)=CC=C(C2C=C3C(=CC=2)C(=O)CC3)C=1OCC(C)(C)C(NC)=O>>[CH3:1][O:2][C:3]1[C:16]([O:17][CH3:18])=[CH:15][CH:14]=[C:13]([C:19]2[CH:20]=[C:21]3[C:25](=[CH:26][CH:27]=2)[C:24](=[O:28])[CH2:23][CH2:22]3)[C:4]=1[O:5][CH2:6][C:7]([CH3:11])([CH3:12])[C:8]([NH:32][CH:29]([CH3:31])[CH3:30])=[O:10]. Reported procedure: From 3-[2,3-Dimethoxy-6-(1-oxo-indan-5-yl)-phenoxy]-2,2-dimethyl-propionic acid (Compound 205) and isopropylamine following the procedure for preparation of Compound 206. Purification by column chromatography (silica gel, 0-40% ethyl acetate in pet ether) afforded the title compound as a solid.